This data is from the Open Reaction Database (ORD), a public repository of structured organic reaction records. The task is: describe an organic reaction: reactants, conditions, products, and yield Reactants: FC(C1=CC=CC(=N1)N1C[C@@H]2[C@H](C1)[C@H](CC2)N)(F)F ((3aR,4S,6aS)-2-(6-(Trifluoromethyl)pyridin-2-yl)octahydrocyclopenta[c]pyrrol-4-amine), FC1=CC=C(C=C1)N=C=O (1-fluoro-4-isocyanatobenzene). Solvent: CCOCC (ether), ClCCl (dichloromethane). Reaction conditions: time 30 minute. Product: FC1=CC=C(C=C1)NC(=O)N[C@H]1CC[C@@H]2CN(C[C@@H]21)C2=NC(=CC=C2)C(F)(F)F (1-(4-fluorophenyl)-3-{(3aR,4S,6aS)-2-[6-(trifluoromethyl)pyridin-2-yl]octahydrocyclopenta[c]pyrrol-4-yl}urea). As a reaction SMILES: [F:1][C:2]([F:19])([F:18])[C:3]1[N:8]=[C:7]([N:9]2[CH2:13][C@@H:12]3[C@@H:14]([NH2:17])[CH2:15][CH2:16][C@@H:11]3[CH2:10]2)[CH:6]=[CH:5][CH:4]=1.[F:20][C:21]1[CH:26]=[CH:25][C:24]([N:27]=[C:28]=[O:29])=[CH:23][CH:22]=1>ClCCl.CCOCC>[F:20][C:21]1[CH:26]=[CH:25][C:24]([NH:27][C:28]([NH:17][C@@H:14]2[C@@H:12]3[C@@H:11]([CH2:10][N:9]([C:7]4[CH:6]=[CH:5][CH:4]=[C:3]([C:2]([F:1])([F:18])[F:19])[N:8]=4)[CH2:13]3)[CH2:16][CH2:15]2)=[O:29])=[CH:23][CH:22]=1. Procedure: To a solution of (3aR,4S,6aS)-2-(6-(trifluoromethyl)pyridin-2-yl)octahydrocyclopenta[c]pyrrol-4-amine from Example 264 Step A (0.050 g, 0.184 mmol) in dichloromethane (0.1 mL) was added 1-fluoro-4-isocyanatobenzene (0.025 mL, 0.221 mmol). The reaction was stirred at ambient temperature for 30 minutes. The reaction was diluted with ether and sonicated, then filtered and washed with ether to give the title compound: 1H NMR (400 MHz, pyridine-d5) δ ppm 8.45 (s, 1H), 7.63 (dd, J=9.1, 4.9, 2H), 7.46 ... Starting materials: C([O-])(O)=O.[Na+] (sodium bicarbonate), C(C1=CC=CC=C1)(C1=CC=CC=C1)(C1=CC=CC=C1)NC=1SC=C(N1)/C(/C(=O)NC1[C@@H]2N(C(=C(CS2)\C=C/C=2N=NSC2C)C(=O)OC(C2=CC=CC=C2)C2=CC=CC=C2)C1=O)=N/OC(C1=CC=CC=C1)(C1=CC=CC=C1)C1=CC=CC=C1 (Benzhydryl 7-[(Z)-2-(2-tritylaminothiazol-4-yl)-2-trityloxyiminoacetamido]-3-[(Z)-2-(5-methyl-1,2,3-thiadiazol-4-yl)vinyl]-3-cephem-4-carboxylate), C(=O)O (formic acid), Cl (hydrochloric acid). Run at time 1 hour. The product is NC=1SC=C(N1)/C(/C(=O)NC1[C@@H]2N(C(=C(CS2)\C=C/C=2N=NSC2C)C(=O)[O-])C1=O)=N/O.[Na+] (sodium 7-[(Z)-2-(2-aminothiazol-4-yl)-2-hydroxyiminoacetamido]-3-[(Z)-2-(5-methyl-1,2,3-thiadiazol-4-yl)vinyl]-3-cephem-4-carboxylate). Reaction SMILES: C([NH:20][C:21]1[S:22][CH:23]=[C:24](/[C:26](=[N:63]/[O:64]C(C2C=CC=CC=2)(C2C=CC=CC=2)C2C=CC=CC=2)/[C:27]([NH:29][CH:30]2[C:61](=[O:62])[N:32]3[C:33]([C:45]([O:47]C(C4C=CC=CC=4)C4C=CC=CC=4)=[O:46])=[C:34](/[CH:37]=[CH:38]\[C:39]4[N:40]=[N:41][S:42][C:43]=4[CH3:44])[CH2:35][S:36][C@H:31]23)=[O:28])[N:25]=1)(C1C=CC=CC=1)(C1C=CC=CC=1)C1C=CC=CC=1.C(O)=O.Cl.C(=O)(O)[O-].[Na+:92]>>[NH2:20][C:21]1[S:22][CH:23]=[C:24](/[C:26](=[N:63]/[OH:64])/[C:27]([NH:29][CH:30]2[C:61](=[O:62])[N:32]3[C:33]([C:45]([O-:47])=[O:46])=[C:34](/[CH:37]=[CH:38]\[C:39]4[N:40]=[N:41][S:42][C:43]=4[CH3:44])[CH2:35][S:36][C@H:31]23)=[O:28])[N:25]=1.[Na+:92] |f:3.4,5.6|. Reported procedure: Benzhydryl 7-[(Z)-2-(2-tritylaminothiazol-4-yl)-2-trityloxyiminoacetamido]-3-[(Z)-2-(5-methyl-1,2,3-thiadiazol-4-yl)vinyl]-3-cephem-4-carboxylate (0.5 g, 0.4 mmol) was stirred at room temperature for 2 hours by addition of formic acid (5 ml). Concentrated hydrochloric acid (40 μl) was added to the reaction solution and it was stirred at room temperature for 1 hour. The reaction solution was concentrated under reduced pressure and then the residue was cleansed with ether thereby a powdered produc...